Dataset: the Open Reaction Database (ORD), a public repository of structured organic reaction records. Task: describe an organic reaction: reactants, conditions, products, and yield Starting materials: C1=CN(C=N1)C(=O)N2C=CN=C2 (CDI), NCC1C(CN(CC1)C(=O)OC(C)(C)C)O (rac-(3R*,4R*)-tert-butyl 4-(aminomethyl)-3-hydroxypiperidine-1-carboxylate), C(=O)([O-])[O-].[Na+].[Na+] (Na2CO3). Run in CCC(=O)C (MEK). Conditions: temperature 60 celsius, time 3 hour. The product is O=C1OC2C(CN1)CCN(C2)C(=O)OC(C)(C)C (rac-(4aR*,8aR*)-tert-butyl 2-oxohexahydro-2H-pyrido[4,3-e][1,3]oxazine-7(3H)-carboxylate). The yield is 68.7%. Reaction SMILES: [NH2:1][CH2:2][CH:3]1[CH2:8][CH2:7][N:6]([C:9]([O:11][C:12]([CH3:15])([CH3:14])[CH3:13])=[O:10])[CH2:5][CH:4]1[OH:16].C1N=CN([C:22](N2C=NC=C2)=[O:23])C=1.C([O-])([O-])=O.[Na+].[Na+]>CCC(C)=O>[O:23]=[C:22]1[NH:1][CH2:2][CH:3]2[CH2:8][CH2:7][N:6]([C:9]([O:11][C:12]([CH3:13])([CH3:15])[CH3:14])=[O:10])[CH2:5][CH:4]2[O:16]1 |f:2.3.4|. Reported procedure: To a mixture of rac-(3R*,4R*)-tert-butyl 4-(aminomethyl)-3-hydroxypiperidine-1-carboxylate (3.39 g, 14.72 mmol; prepared according to Tetrahedron (2008), 64, 2456-2464) in MEK (40 mL) heated to 60° C. was added CDI (3.58 g, 22.08 mmol, 1.5 eq). The mixture was stirred for 3 h. Na2CO3 (5% aq., 4 mL) was added. The reaction proceeded at rt for 70 min. The two layers were decanted and the aq. layer was extracted with EA (10 mL). The combined org. layers were washed with brine (8 mL), dried over Na2... Starting materials: C(C)(C)[Mg]Br (Isopropylmagnesium bromide), C(C)OC(=O)N1CCN(CC1)C([C@H](CCC(=O)OC(C)(C)C)NC(=O)C1=NC(=NC(=C1)Cl)C1=CC=CC=C1)=O (4-{(S)-4-tert-butoxycarbonyl-2-[(6-chloro-2-phenyl-pyrimidine-4-carbonyl)-amino]-butyryl}-piperazine-1-carboxylic acid ethyl ester). Reagents/catalysts: C/C(=C/C(=O)C)/[O-].C/C(=C/C(=O)C)/[O-].C/C(=C/C(=O)C)/[O-].[Fe+3] (iron(III) acetylacetonate). Solvent: C1CCOC1 (THF). Reaction conditions: time 30 minute. Yields the product C(C)OC(=O)N1CCN(CC1)C([C@H](CCC(=O)OC(C)(C)C)NC(=O)C1=NC(=NC(=C1)C(C)C)C1=CC=CC=C1)=O (4-{(S)-4-tert-butoxycarbonyl-2-[(6-isopropyl-2-phenyl-pyrimidine-4-carbonyl)-amino]-butyryl}-piperazine-1-carboxylic acid ethyl ester). The yield is 88.1%. Reaction SMILES: [CH:1]([Mg]Br)([CH3:3])[CH3:2].[CH2:6]([O:8][C:9]([N:11]1[CH2:16][CH2:15][N:14]([C:17](=[O:44])[C@@H:18]([NH:28][C:29]([C:31]2[CH:36]=[C:35](Cl)[N:34]=[C:33]([C:38]3[CH:43]=[CH:42][CH:41]=[CH:40][CH:39]=3)[N:32]=2)=[O:30])[CH2:19][CH2:20][C:21]([O:23][C:24]([CH3:27])([CH3:26])[CH3:25])=[O:22])[CH2:13][CH2:12]1)=[O:10])[CH3:7]>C1COCC1.C/C(/[O-])=C/C(C)=O.C/C(/[O-])=C/C(C)=O.C/C(/[O-])=C/C(C)=O.[Fe+3]>[CH2:6]([O:8][C:9]([N:11]1[CH2:16][CH2:15][N:14]([C:17](=[O:44])[C@@H:18]([NH:28][C:29]([C:31]2[CH:36]=[C:35]([CH:1]([CH3:3])[CH3:2])[N:34]=[C:33]([C:38]3[CH:43]=[CH:42][CH:41]=[CH:40][CH:39]=3)[N:32]=2)=[O:30])[CH2:19][CH2:20][C:21]([O:23][C:24]([CH3:27])([CH3:26])[CH3:25])=[O:22])[CH2:13][CH2:12]1)=[O:10])[CH3:7] |f:3.4.5.6|. Reported procedure: Isopropylmagnesium bromide (29.5 mg) was added to an orange solution of 4-{(S)-4-tert-butoxycarbonyl-2-[(6-chloro-2-phenyl-pyrimidine-4-carbonyl)-amino]-butyryl}-piperazine-1-carboxylic acid ethyl ester (56 mg) and iron(III) acetylacetonate (1.8 mg) in anhydrous THF (1 ml) under argon. After stirring at RT for 30 min, it was quenched with a 1M HCl solution and extracted with EA. The org. phases were dried (Na2SO4) and evaporated off to give 50 mg of the desired compound. Reactants: C, C1CCOC1, CCOC(=O)C(=O)Nc1ccc([N+](=O)[O-])cc1C(N)=O, [Pd]. Yields the product CCOC(=O)C(=O)Nc1ccc(N)cc1C(N)=O. Reaction SMILES: [C:21].[CH2:23]1[O:24][CH2:25][CH2:26][CH2:27]1.[NH2:1][C:2](=[O:3])[c:4]1[c:5]([NH:13][C:14]([C:15](=[O:16])[O:17][CH2:18][CH3:19])=[O:20])[cH:6][cH:7][c:8]([N+:10]([O-:11])=[O:12])[cH:9]1.[Pd:22]>>[NH2:1][C:2](=[O:3])[c:4]1[c:5]([NH:13][C:14]([C:15](=[O:16])[O:17][CH2:18][CH3:19])=[O:20])[cH:6][cH:7][c:8]([NH2:10])[cH:9]1. Starting materials: ClC1=NC(=CC=2N1NN(C2)O)SC (7-chloro-2-hydroxy-5-methylthiotriazolo[1,5-c]pyrimidine), CI (methyl iodide), C[O-].[Na+] (sodium methoxide), methanolic solution. Solvent: CO (methanol). Yields the product ClC1=NC(=CC=2N1NN(C2)OC)SC (7-chloro-2-methoxy-5-methylthiotriazolo[1,5-c]pyrimidine). RXN SMILES: [Cl:1][C:2]1[N:7]2[NH:8][N:9]([OH:11])[CH:10]=[C:6]2[CH:5]=[C:4]([S:12][CH3:13])[N:3]=1.[CH3:14]I.C[O-].[Na+]>CO>[Cl:1][C:2]1[N:7]2[NH:8][N:9]([O:11][CH3:14])[CH:10]=[C:6]2[CH:5]=[C:4]([S:12][CH3:13])[N:3]=1 |f:2.3|. Procedure: A mixture of 1.2 g (5 mmole) of 7-chloro-2-hydroxy-5-methylthiotriazolo[1,5-c]pyrimidine (from Example 7), 2 g (14 mmole) of methyl iodide, 1.2 g (5 mmole) of sodium methoxide (as a 25% methanolic solution), and 50 ml of methanol was heated at its reflux temperature for two hours and then cooled. The solid was collected by filtration and recrystallized from a 50:50 mixture of glyme and hexane to provide yellow crystals of 7-chloro-2-methoxy-5-methylthiotriazolo[1,5-c]pyrimidine, m.p. 243°-244° C... Reactants: CC(=C)[C@@H]1CC[C@]2([C@H]1[C@H]3CC[C@@H]4[C@]5(CC[C@@H](C([C@@H]5CC[C@]4([C@@]3(CC2)C)C)(C)C)OC(=O)C)C)COC(=O)C (betulin diacetate), C1(=CC=CC=C1)C (toluene), [OH-].[K+] (potassium hydroxide). Solvent: C(C)O (ethanol). The product is CC(=C)[C@@H]1CC[C@]2([C@H]1[C@H]3CC[C@@H]4[C@]5(CC[C@@H](C([C@@H]5CC[C@]4([C@@]3(CC2)C)C)(C)C)O)C)CO (betulin). The yield is 66.6%. Reaction SMILES: [CH3:1][C:2]([C@H:4]1[C@@H:8]2[C@@H:9]3[C@@:22]([CH3:25])([CH2:23][CH2:24][C@@:7]2([CH2:34][O:35]C(C)=O)[CH2:6][CH2:5]1)[C@@:21]1([CH3:26])[C@@H:12]([C@:13]2([CH3:33])[C@@H:18]([CH2:19][CH2:20]1)[C:17]([CH3:28])([CH3:27])[C@@H:16]([O:29]C(C)=O)[CH2:15][CH2:14]2)[CH2:11][CH2:10]3)=[CH2:3].C1(C)C=CC=CC=1.[OH-].[K+]>C(O)C>[CH3:3][C:2]([C@H:4]1[C@@H:8]2[C@@H:9]3[C@@:22]([CH3:25])([CH2:23][CH2:24][C@@:7]2([CH2:34][OH:35])[CH2:6][CH2:5]1)[C@@:21]1([CH3:26])[C@@H:12]([C@:13]2([CH3:33])[C@@H:18]([CH2:19][CH2:20]1)[C:17]([CH3:28])([CH3:27])[C@@H:16]([OH:29])[CH2:15][CH2:14]2)[CH2:11][CH2:10]3)=[CH2:1] |f:2.3|. Reported procedure: In a glass duplicated reactor, equipped with a shaft stirrer, reflux condenser, inlet tube and blow valve, 2.00 kg of betulin diacetate of example 5 was dissolved under stirring in the mixture of 10 l of toluene and 8 l of ethanol containing 700 g of potassium hydroxide. The reaction mixture was refluxed for 2 hours, then under heating filtered through a PP cloth and the filtrate was inoculated with pure betulin crystals. After cooling down, the crystallized betulin was filtered off on a process... The reactants are [Na].OC(C#N)(C(F)(F)F)C(F)(F)F (2-hydroxy-3,3,3-trifluoro-2-trifluoromethylpropionitrile sodium salt), ClC1=CC=C(C=C1)C1=CC=C(CCl)C=C1 (4-(4-chlorophenyl)-benzyl chloride). Solvent: CN(C=O)C (dimethylformamide), O (water). Product: ClC1=CC=C(C=C1)C1=CC=C(COC(C#N)(C(F)(F)F)C(F)(F)F)C=C1 (2-[4-(4-chlorophenyl)benzyloxy]-3,3,3-trifluoro-2-trifluoromethylpropionitrile). As a reaction SMILES: [Na].[OH:2][C:3]([C:10]([F:13])([F:12])[F:11])([C:6]([F:9])([F:8])[F:7])[C:4]#[N:5].[Cl:14][C:15]1[CH:20]=[CH:19][C:18]([C:21]2[CH:28]=[CH:27][C:24]([CH2:25]Cl)=[CH:23][CH:22]=2)=[CH:17][CH:16]=1>CN(C)C=O.O>[Cl:14][C:15]1[CH:16]=[CH:17][C:18]([C:21]2[CH:28]=[CH:27][C:24]([CH2:25][O:2][C:3]([C:6]([F:7])([F:9])[F:8])([C:10]([F:11])([F:12])[F:13])[C:4]#[N:5])=[CH:23][CH:22]=2)=[CH:19][CH:20]=1 |f:0.1,^1:0|. Procedure details: A solution of 2-hydroxy-3,3,3-trifluoro-2-trifluoromethylpropionitrile sodium salt (4.3 g.) and 4-(4-chlorophenyl)-benzyl chloride (4.7 g.) in dimethylformamide (25 ml.) is stirred at ambient temperature for 10 days, then diluted with water. During this reaction, 2-[4-(4-chlorophenyl)benzyloxy]-3,3,3-trifluoro-2-trifluoromethylpropionitrile is formed and is subsequently hydrolysed to the corresponding amide. The mixture is extracted with 1,2,2-trichloro-1,1,2-trifluoroethane, and the extract is ... Reactants: Cn1ncc(C(=O)O)c1C(F)(F)F, CCN(C(C)C)C(C)C, ClCCl, Cl, NC1C2CC3CC(C2)CC1C3, CN(C)C=O, O. Product: Cn1ncc(C(=O)NC2C3CC4CC(C3)CC2C4)c1C(F)(F)F. RXN SMILES: [CH3:1][n:2]1[n:3][cH:4][c:5]([C:11](=[O:12])[OH:13])[c:6]1[C:7]([F:8])([F:9])[F:10].[CH:14]([N:15]([CH2:16][CH3:17])[CH:18]([CH3:19])[CH3:20])([CH3:21])[CH3:22].[Cl:36][CH2:37][Cl:38].[ClH:23].[NH2:24][CH:25]1[CH:26]2[CH2:27][CH:28]3[CH2:29][CH:30]([CH2:31][CH:32]1[CH2:33]3)[CH2:34]2.[O:39]=[CH:40][N:41]([CH3:42])[CH3:43].[OH2:35]>>[CH3:1][n:2]1[n:3][cH:4][c:5]([C:11](=[O:13])[NH:24][CH:25]2[CH:26]3[CH2:27][CH:28]4[CH2:29][CH:30]([CH2:31][CH:32]2[CH2:33]4)[CH2:34]3)[c:6]1[C:7]([F:8])([F:9])[F:10].